From a dataset of the Open Reaction Database (ORD), a public repository of structured organic reaction records. describe an organic reaction: reactants, conditions, products, and yield RXN SMILES: [CH2:21]([OH:22])[CH2:23][CH2:24][CH3:25].[Cl:1][c:2]1[c:3]2[c:4]([n:5][c:6]([NH2:8])[n:7]1)[nH:9][cH:10][cH:11]2.[o:12]1[c:13]([C:17](=[O:18])[NH:19][NH2:20])[cH:14][cH:15][cH:16]1>>[c:2]1([NH:20][NH:19][C:17]([c:13]2[o:12][cH:16][cH:15][cH:14]2)=[O:18])[c:3]2[c:4]([n:5][c:6]([NH2:8])[n:7]1)[nH:9][cH:10][cH:11]2. Product: Nc1nc(NNC(=O)c2ccco2)c2cc[nH]c2n1. Starting materials: CCCCO, Nc1nc(Cl)c2cc[nH]c2n1, NNC(=O)c1ccco1. Starting materials: CN(S(=O)(=O)C1=CC=C(C=C1)C(F)(F)F)[C@@H]1CC[C@H](CC1)OCCCC(C)=O (trans-N-Methyl-N-[4-(4-oxo-pentyloxy)-cyclohexyl]-4-trifluoromethyl-benzenesulfonamide), CNC (dimethylamine), O (water), CNC (dimethylamine), [BH3-]C#N.[Na+] (NaCNBH3). The reagents and catalysts are CC(C)[O-].CC(C)[O-].CC(C)[O-].CC(C)[O-].[Ti+4] (tetraisopropyl orthotitanate), CC(C)[O-].CC(C)[O-].CC(C)[O-].CC(C)[O-].[Ti+4] (tetraisopropyl orthotitanate). Run in C(C)O (ethanol). Reaction conditions: time 18 hour. The product is CN(C(CCCO[C@@H]1CC[C@H](CC1)N(S(=O)(=O)C1=CC=C(C=C1)C(F)(F)F)C)C)C (trans-N-[4-(4-Dimethylamino-pentyloxy)-cyclohexyl]-N-methyl-4-trifluoromethyl-benzenesulfonamide). Isolated yield 17.2%. Reaction SMILES: [CH3:1][N:2]([C@H:16]1[CH2:21][CH2:20][C@H:19]([O:22][CH2:23][CH2:24][CH2:25][C:26](=O)[CH3:27])[CH2:18][CH2:17]1)[S:3]([C:6]1[CH:11]=[CH:10][C:9]([C:12]([F:15])([F:14])[F:13])=[CH:8][CH:7]=1)(=[O:5])=[O:4].[CH3:29][NH:30][CH3:31].[BH3-]C#N.[Na+].O>C(O)C.CC([O-])C.CC([O-])C.CC([O-])C.CC([O-])C.[Ti+4]>[CH3:29][N:30]([CH3:31])[CH:26]([CH3:27])[CH2:25][CH2:24][CH2:23][O:22][C@H:19]1[CH2:20][CH2:21][C@H:16]([N:2]([CH3:1])[S:3]([C:6]2[CH:11]=[CH:10][C:9]([C:12]([F:15])([F:14])[F:13])=[CH:8][CH:7]=2)(=[O:5])=[O:4])[CH2:17][CH2:18]1 |f:2.3,6.7.8.9.10|. Procedure: 70 mg (0.17 mmol) trans-N-Methyl-N-[4-(4-oxo-pentyloxy)-cyclohexyl]-4-trifluoromethyl-benzenesulfonamide were treated with 31 μM (30% in ethanol, 0.17 mmol) dimethylamine and 61 μM (0.17 mmol) tetraisopropyl orthotitanate. The solution was stirred at RT for 18 h, additional 31 μM (30% in ethanol, 0.17 mmol) dimethylamine and 61 μM (0.17 mmol) tetraisopropyl orthotitanate were added and stirring was continued for 2 h. The mixture was diluted with 1.7 ml ethanol and 7 mg (0.1 mmol) NaCNBH3 were ad... The reactants are COC=1C=C(N)C=C(C1)OC (3,5-dimethoxyaniline), IC (Iodomethane), C(C)(=O)[O-].[Na+] (sodium acetate). Solvent: C1CCOC1 (THF). The product is COC=1C=C(C=C(C1)OC)NC ((3,5-Dimethoxy-phenyl)-methyl-amine). Yield: 29.9%. Reaction SMILES: [CH3:1][O:2][C:3]1[CH:4]=[C:5]([CH:7]=[C:8]([O:10][CH3:11])[CH:9]=1)[NH2:6].IC.[C:14]([O-])(=O)C.[Na+]>C1COCC1>[CH3:11][O:10][C:8]1[CH:7]=[C:5]([NH:6][CH3:14])[CH:4]=[C:3]([O:2][CH3:1])[CH:9]=1 |f:2.3|. Procedure details: A solution of 3,5-dimethoxyaniline (13.8 g, 90 mmol), Iodomethane (12.7 g, 90 mmol), and sodium acetate (7.4 g, 90 mmol) in 100 ml of anhydrous THF was stirred under nitrogen atmosphere for 10 hr. Then, THF was removed by rotary evaporation. The crude product was partitioned between water and ethyl ether. The ethereal extraction was separated and washed with water, brine, and dried over Na2SO4. Filtration and removal of solvent provided 13.6 g of crude product. The crude product was chromatograp... The reactants are C1(O)=CC(O)=CC(O)=C1 (phloroglucinol), ethyl propionyl acetate, OS(=O)(=O)C(F)(F)F (triflic acid). Reaction conditions: time 16 hour. The product is OC1=CC(=CC2=C1C(=CC(O2)=O)CC)O (5,7-Dihydroxy-4-ethyl-2H-1-benzopyran-2-one). The yield is 127.8%. As a reaction SMILES: [C:1]1([CH:9]=[C:7]([OH:8])[CH:6]=[C:4]([OH:5])[CH:3]=1)[OH:2].OS(C(F)(F)F)(=O)=O>>[OH:2][C:1]1[C:9]2[C:4]([CH2:6][CH3:7])=[CH:3][C:1](=[O:2])[O:8][C:7]=2[CH:6]=[C:4]([OH:5])[CH:3]=1. Reported procedure: A suspension of phloroglucinol (1.04 g, 8.35 mmol) in ethyl propionyl acetate (1.24 mL, 8.71 mmol) was added over 0.5 h to triflic acid (2 mL). The reaction was mechanically stirred in an ice bath for 16 h. The reaction was quenched by carefully pouring into an ice bath. The solid was filtered and dried yielding a white solid (1.1 g, 83.2%): mp. 248-252° C.; 1H NMR (DMSO-d6) δ 1.15 (t, 3H), 2.91 (q, 2H), 5.83 (s, 1H), 6.17 (d, 1H), 6.26 (d, 1H) 10.3 (s, 1H) 10.6 (s, 1H). Reactants: C1C(O1)CO (glycidol), CCOCC (ether), FC1=C(C(=O)Cl)C=CC=C1 (o-fluoro-benzoyl chloride). Run in N1=CC=CC=C1 (pyridine). Conditions: temperature 25 celsius, time 2 hour. Product: FC1=C(C(=O)OCC2CO2)C=CC=C1 (2,3-Epoxypropyl 2-Fluorobenzoate). Isolated yield 70.9%. As a reaction SMILES: [CH2:1]1[O:3][CH:2]1[CH2:4][OH:5].CCOCC.[F:11][C:12]1[CH:20]=[CH:19][CH:18]=[CH:17][C:13]=1[C:14](Cl)=[O:15]>N1C=CC=CC=1>[F:11][C:12]1[CH:20]=[CH:19][CH:18]=[CH:17][C:13]=1[C:14]([O:5][CH2:4][CH:2]1[O:3][CH2:1]1)=[O:15]. Reported procedure: A mixture containing 37 g (0.5 mole) of glycidol, 500 ml of anhydrous ether, 500 ml of pyridine and 80 g (0.5 mole) of o-fluoro-benzoyl chloride was stirred at 0° C. for 1 hour and 25° C. for 2 hours. The mixture was filtered and the ethanol filtrate was washed with 100 ml of 5% HCl. Evaporation of the ether gave an oil which was distilled to give 69.5 g (71%) of product, b.p. 115° C./0.5 mmHg. The NMR and IR spectra were consistent with the assigned structure. Reactants: Cl (hydrogen chloride), CC1=CC(=NC=C1)C1=CC(=C(C=CC#N)C=C1)[N+](=O)[O-] (4-(4-methylpyridin-2-yl)-2-nitrocinnamonitrile), C(O)([O-])=O.[Na+] (sodium hydrogencarbonate). The reagents and catalysts are [Fe] (iron). Run in O1CCOCC1 (1,4-dioxane), C(C)(=O)O (acetic acid), CN(C=O)C (N,N-dimethylformamide), C(C)(=O)OCC (ethyl acetate). Conditions: temperature 100 celsius, time 3 hour. Yields the product Cl.Cl.NC1=NC2=CC(=CC=C2C=C1)C1=NC=CC(=C1)C (2-amino-7-(4-methylpyridin-2-yl)quinoline dihydrochloride). Reaction SMILES: [CH3:1][C:2]1[CH:7]=[CH:6][N:5]=[C:4]([C:8]2[CH:17]=[CH:16][C:11]([CH:12]=[CH:13][C:14]#[N:15])=[C:10]([N+:18]([O-])=O)[CH:9]=2)[CH:3]=1.C(=O)([O-])O.[Na+].[ClH:26]>C(O)(=O)C.CN(C)C=O.C(OCC)(=O)C.O1CCOCC1.[Fe]>[ClH:26].[ClH:26].[NH2:15][C:14]1[CH:13]=[CH:12][C:11]2[C:10](=[CH:9][C:8]([C:4]3[CH:3]=[C:2]([CH3:1])[CH:7]=[CH:6][N:5]=3)=[CH:17][CH:16]=2)[N:18]=1 |f:1.2,9.10.11|. Reported procedure: To a suspension of 4-(4-methylpyridin-2-yl)-2-nitrocinnamonitrile (1.32 g) in acetic acid (5 ml) and N,N-dimethylformamide (5 ml) was added iron powder (1.63 g), and the mixture was stirred at 100° C. for 3 hours. After cooling, the reaction mixture was poured into a saturated aqueous sodium hydrogencarbonate solution and extracted with dichloromethane. The organic layer was washed with brine, dried over sodium sulfate and evaporated under reduced pressure. The residue was purified by column chr... Reactants: C(#N)[BH3-].[Na+] (sodium cyanoborohydride), 3A, Cl.N1CCCC1 (pyrrolidine hydrochloride), C(=O)([O-])[O-].[K+].[K+] (K2CO3), C(C)OC1(C2=C(OCC3=C1C=CC=C3)C=CC=C2)CC=O (2-[6,11-dihydro-11-ethoxy-dibenz[b,e]oxepin-11-yl]-ethanal). Solvent: ClCCl (dichloromethane), C1CCOC1 (THF), CO (methanol). Conditions: time 24 hour. Product: C(C)OC1(C2=C(OCC3=C1C=CC=C3)C=CC=C2)CCN2CCCC2 (1-[2-(11-ethoxy-6,11-dihydrodibenz[b,e]oxepin-11-yl)ethyl]pyrrolidine). The yield is 35.2%. As a reaction SMILES: [CH2:1]([O:3][C:4]1([CH2:19][CH:20]=O)[C:10]2[CH:11]=[CH:12][CH:13]=[CH:14][C:9]=2[CH2:8][O:7][C:6]2[CH:15]=[CH:16][CH:17]=[CH:18][C:5]1=2)[CH3:2].Cl.[NH:23]1[CH2:27][CH2:26][CH2:25][CH2:24]1.C([BH3-])#N.[Na+].C([O-])([O-])=O.[K+].[K+]>C1COCC1.CO.ClCCl>[CH2:1]([O:3][C:4]1([CH2:19][CH2:20][N:23]2[CH2:27][CH2:26][CH2:25][CH2:24]2)[C:10]2[CH:11]=[CH:12][CH:13]=[CH:14][C:9]=2[CH2:8][O:7][C:6]2[CH:15]=[CH:16][CH:17]=[CH:18][C:5]1=2)[CH3:2] |f:1.2,3.4,5.6.7|. Procedure: Dissolved 2-[6,11-dihydro-11-ethoxy-dibenz[b,e]oxepin-11-yl]-ethanal (500 mg, 1.77 mmol) in 2 mL of dry THF and 6 mL of dry methanol. Added 3A sieves, pyrrolidine hydrochloride (952 mg, 8.85 mmol), and then sodium cyanoborohydride (111 mg, 1.77 mmol). Stirred at room temperature under a drying tube for 24 hours. Added 30 mL of saturated K2CO3 and 15 mL of dichloromethane. Filtered through celite, and separated layers. Extracted aqueous solution with dichloromethane. Dried combined organic extrac... Starting materials: C(CCC)OC1=CC=C(C=C1)C[C@@H](C(=O)OC)NC(=O)[C@H]([C@](C(=O)OC(C)(C)C)(CCOC)O)\C=C\CCCCCCC1(OCCO1)CCCCCCC (tert-butyl (E)-(2S,3S)-3-[(S)-2-(4-butoxy-phenyl)-1-methoxycarbonyl-ethylcarbamoyl]-11-(2-heptyl-[1,3]dioxolan-2-yl)-2-hydroxy-2-(2-methoxy-ethyl)-undec-4-enoate), N[C@H](C(=O)N)CC1=CC=C(C=C1)OCCCC ((S)-2-amino-3-(4-butoxy-phenyl)-propionamide). Product: C(CCC)OC1=CC=C(C=C1)C[C@@H](C(N)=O)NC(=O)[C@H]([C@](C(=O)O)(CCOC)O)\C=C\CCCCCCC(CCCCCCC)=O ((E)-(2S,3S)-3-[(S)-2-(4-Butoxy-phenyl)-1-carbamoyl-ethylcarbamoyl]-2-hydroxy-2-(2-methoxy-ethyl)-12-oxo-nonadec-4-enoic acid). Reaction SMILES: [CH2:1]([O:5][C:6]1[CH:11]=[CH:10][C:9]([CH2:12][C@H:13]([NH:18][C:19]([C@@H:21](/[CH:35]=[CH:36]/[CH2:37][CH2:38][CH2:39][CH2:40][CH2:41][CH2:42][C:43]2([CH2:48][CH2:49][CH2:50][CH2:51][CH2:52][CH2:53][CH3:54])OCC[O:44]2)[C@@:22]([OH:34])([CH2:30][CH2:31][O:32][CH3:33])[C:23]([O:25]C(C)(C)C)=[O:24])=[O:20])[C:14](OC)=[O:15])=[CH:8][CH:7]=1)[CH2:2][CH2:3][CH3:4].[NH2:55][C@@H](CC1C=CC(OCCCC)=CC=1)C(N)=O>>[CH2:1]([O:5][C:6]1[CH:11]=[CH:10][C:9]([CH2:12][C@H:13]([NH:18][C:19]([C@@H:21](/[CH:35]=[CH:36]/[CH2:37][CH2:38][CH2:39][CH2:40][CH2:41][CH2:42][C:43](=[O:44])[CH2:48][CH2:49][CH2:50][CH2:51][CH2:52][CH2:53][CH3:54])[C@@:22]([OH:34])([CH2:30][CH2:31][O:32][CH3:33])[C:23]([OH:25])=[O:24])=[O:20])[C:14](=[O:15])[NH2:55])=[CH:8][CH:7]=1)[CH2:2][CH2:3][CH3:4]. Procedure details: An intermediate was synthesized by a method similar to that of No. 5534988, tert-butyl (E)-(2S,3S)-3-[(S)-2-(4-butoxy-phenyl)-1-methoxycarbonyl-ethylcarbamoyl]-11-(2-heptyl-[1,3]dioxolan-2-yl)-2-hydroxy-2-(2-methoxy-ethyl)-undec-4-enoate, except that (S)-2-amino-3-(4-butoxy-phenyl)-propionamide was used instead of (S)-2-amino-3-(4-butoxy-phenyl)-N-methyl-propionamide, and the title compound was obtained by a synthetic method similar to that of No. 5444958, (E)-(2S,3S)-3-[(S)-2-(4-butoxy-phenyl)-... Reaction conditions: time 18 hour. The product is COC(CCCSC1N=C2N(C=CC=C2)C1CC1=CC=CC2=CC=CC=C12)=O (4-(3-Naphthalen-1-ylmethyl-2,3-dihydro-imidazo[1,2-a]pyridin-2-ylsulfanyl)-butyric acid methyl ester). As a reaction SMILES: [C:1]1([CH2:11][CH:12]2[N:16]3[CH:17]=[CH:18][CH:19]=[CH:20][C:15]3=[N:14][C:13]2=[S:21])[C:10]2[C:5](=[CH:6][CH:7]=[CH:8][CH:9]=2)[CH:4]=[CH:3][CH:2]=1.Br[CH2:23][CH2:24][CH2:25][C:26]([O:28][CH3:29])=[O:27].C(=O)([O-])[O-].[K+].[K+]>CC(C)=O.ClCCl>[CH3:29][O:28][C:26](=[O:27])[CH2:25][CH2:24][CH2:23][S:21][CH:13]1[CH:12]([CH2:11][C:1]2[C:10]3[C:5](=[CH:6][CH:7]=[CH:8][CH:9]=3)[CH:4]=[CH:3][CH:2]=2)[N:16]2[CH:17]=[CH:18][CH:19]=[CH:20][C:15]2=[N:14]1 |f:2.3.4|. The reactants are C1(=CC=CC2=CC=CC=C12)CC1C(N=C2N1C=CC=C2)=S (3-naphthalen-1-ylmethyl-imidazo[1,2-a]pyridine-2-thione), BrCCCC(=O)OC (methyl 4-bromobutyrate), C([O-])([O-])=O.[K+].[K+] (potassium carbonate). Reported procedure: A mixture of 75 mg (0.26 mmol) of 3-naphthalen-1-ylmethyl-imidazo[1,2-a]pyridine-2-thione and 70 mg (0.39 mmol) of methyl 4-bromobutyrate and 72 mg (0.52 mmol) of potassium carbonate in 3 mL of 50% acetone in dichloromethane is stirred at room temperature for 18 h. The mixture is concentrated in vacuo and the residue is purified by flash chromatography on silica gel eluting with 50˜75% ethyl acetate in hexanes to give the desired compound. The solvent is CC(=O)C (acetone), ClCCl (dichloromethane). Reactants: CC=1C=C(C=CC1OC(F)(F)F)CN ((3-methyl-4-(trifluoromethoxy)phenyl)methanamine), C1(OC([C@@H]2CCCC[C@H]12)=O)=O (cis-hexahydroisobenzofuran-1,3-dione), FC=1C=C(OCC2=NC=C(C=C2)C)C=CC1[N+](=O)[O-] (2-((3-fluoro-4-nitrophenoxy)methyl)-5-methylpyridine), CC=1C=C(CNC=2C(=CC=C(C2)OCC2=NC=C(C=C2)C)N)C=CC1OC(F)(F)F (N1-(3-methyl-4-(trifluoromethoxy)benzyl)-5-((5-methylpyridin-2-yl)methoxy)benzene-1,2-diamine). The product is CC=1C=CC(=NC1)COC=1C=CC2=C(N(C(=N2)[C@@H]2[C@@H](CCCC2)C(=O)O)CC2=CC(=C(C=C2)OC(F)(F)F)C)C1 (racemic cis-2-{6-[(5-Methylpyridin-2-yl)methoxy]-1-[3-methyl-4-(trifluoromethoxy)benzyl]-1H-benzimidazol-2-yl}cyclohexanecarboxylic acid). RXN SMILES: CC1C=C(CN)C=CC=1OC(F)(F)F.FC1C=C(C=CC=1[N+]([O-])=O)OCC1C=CC(C)=CN=1.[CH3:34][C:35]1[CH:36]=[C:37]([CH:56]=[CH:57][C:58]=1[O:59][C:60]([F:63])([F:62])[F:61])[CH2:38][NH:39][C:40]1[C:41]([NH2:55])=[CH:42][CH:43]=[C:44]([O:46][CH2:47][C:48]2[CH:53]=[CH:52][C:51]([CH3:54])=[CH:50][N:49]=2)[CH:45]=1.[C:64]1(=[O:74])[C@@H:72]2[C@@H:67]([CH2:68][CH2:69][CH2:70][CH2:71]2)[C:66](=O)[O:65]1>>[CH3:54][C:51]1[CH:52]=[CH:53][C:48]([CH2:47][O:46][C:44]2[CH:43]=[CH:42][C:41]3[N:55]=[C:66]([C@H:67]4[CH2:68][CH2:69][CH2:70][CH2:71][C@H:72]4[C:64]([OH:74])=[O:65])[N:39]([CH2:38][C:37]4[CH:56]=[CH:57][C:58]([O:59][C:60]([F:62])([F:63])[F:61])=[C:35]([CH3:34])[CH:36]=4)[C:40]=3[CH:45]=2)=[N:49][CH:50]=1. Procedure details: The title compound was prepared using analogous conditions described in Example 92 using (3-methyl-4-(trifluoromethoxy)phenyl)methanamine and 2-((3-fluoro-4-nitrophenoxy)methyl)-5-methylpyridine in Step B and N1-(3-methyl-4-(trifluoromethoxy)benzyl)-5-((5-methylpyridin-2-yl)methoxy)benzene-1,2-diamine and cis-hexahydroisobenzofuran-1,3-dione in Step D. MS (ESI): mass calcd. for C30H30F3N3O4, 553.22; m/z found, 554.0 [M+H]+. 1H NMR (300 MHz, DMSO-d6) δ 12.04 (s, 1H), 8.34 (d, J=1.9, 1H), 7.56 (dd...